This data is from the Open Reaction Database (ORD), a public repository of structured organic reaction records. The task is: describe an organic reaction: reactants, conditions, products, and yield Starting materials: CCO, CCOCC, CC(=O)O, OCc1ccccc1C=CCc1cc2c(cc1O)CCO2. Yields the product OCc1ccccc1CCCc1cc2c(cc1O)CCO2. RXN SMILES: [CH2:22]([OH:23])[CH3:24].[CH2:29]([O:30][CH2:31][CH3:32])[CH3:33].[CH3:25][C:26](=[O:27])[OH:28].[OH:1][CH2:2][c:3]1[c:4]([CH:9]=[CH:10][CH2:11][c:12]2[cH:13][c:14]3[c:15]([cH:19][c:20]2[OH:21])[CH2:16][CH2:17][O:18]3)[cH:5][cH:6][cH:7][cH:8]1>>[OH:1][CH2:2][c:3]1[c:4]([CH2:9][CH2:10][CH2:11][c:12]2[cH:13][c:14]3[c:15]([cH:19][c:20]2[OH:21])[CH2:16][CH2:17][O:18]3)[cH:5][cH:6][cH:7][cH:8]1. Reactants: [BH4-], O=C([O-])O, C1CCOC1, CO, CC(=O)O, COC(=O)Cc1cccc(C=O)c1, CCCCCNc1nc(N)nc(C)c1CCCN, [Na+], [Na+]. Yields the product CCCCCNc1nc(N)nc(C)c1CCCNCc1cccc(CC(=O)OC)c1. As a reaction SMILES: [BH4-:32].[C:34](=[O:35])([OH:36])[O-:37].[CH2:39]1[O:40][CH2:41][CH2:42][CH2:43]1.[CH3:44][OH:45].[CH3:46][C:47](=[O:48])[OH:49].[CH:19](=[O:20])[c:21]1[cH:22][c:23]([CH2:27][C:28](=[O:29])[O:30][CH3:31])[cH:24][cH:25][cH:26]1.[NH2:1][CH2:2][CH2:3][CH2:4][c:5]1[c:6]([NH:13][CH2:14][CH2:15][CH2:16][CH2:17][CH3:18])[n:7][c:8]([NH2:12])[n:9][c:10]1[CH3:11].[Na+:33].[Na+:38]>>[NH:1]([CH2:2][CH2:3][CH2:4][c:5]1[c:6]([NH:13][CH2:14][CH2:15][CH2:16][CH2:17][CH3:18])[n:7][c:8]([NH2:12])[n:9][c:10]1[CH3:11])[CH2:19][c:21]1[cH:22][c:23]([CH2:27][C:28](=[O:29])[O:30][CH3:31])[cH:24][cH:25][cH:26]1. Solvent: C(CCC)O (1-butanol). The product is C(CCC)OC(CN(C)C(CCCCCCCCCCC)=O)=O (N-lauroylsarcosine butyl ester). Reactants: C(CCCCCCCCCCC)(=O)N(C)CC(=O)O (N-lauroylsarcosine), S(O)(O)(=O)=O (sulfuric acid). Reported procedure: One hundred and thirty-five point five(135.5) grams of N-lauroylsarcosine (ex. Kawaken Fine Chemicals Co., Ltd.) and 200 ml of 1-butanol were charged into a 500-milliliter flask. Further, 4.99 g of conc. sulfuric acid were added as the catalyst. The mixture was heated under reflux for reaction for 6 hours. RXN SMILES: [C:1]([N:14]([CH2:16][C:17]([OH:19])=[O:18])[CH3:15])(=[O:13])[CH2:2][CH2:3][CH2:4][CH2:5][CH2:6][CH2:7][CH2:8][CH2:9][CH2:10][CH2:11][CH3:12].S(=O)(=O)(O)O>C(O)CCC>[CH2:1]([O:18][C:17](=[O:19])[CH2:16][N:14]([C:1](=[O:13])[CH2:2][CH2:3][CH2:4][CH2:5][CH2:6][CH2:7][CH2:8][CH2:9][CH2:10][CH2:11][CH3:12])[CH3:15])[CH2:2][CH2:3][CH3:4]. Reactants: C(C)OC(=O)C=1C=C(C=CC1)C1=C(C=CC=C1)Br (2′-bromo-biphenyl-3-carboxylic acid ethyl ester), C(C)OC(=O)C1=C(C=CC=C1)OB(O)C1=CC=CC=C1 (2-ethoxycarbonylphenylphenyl boronic acid). The product is C(C)OC(=O)C=1C(=CC=CC1)C1=C(C=CC=C1)Br (2′-Bromo-biphenyl-2-carboxylic acid ethyl ester). RXN SMILES: C(OC([C:6]1[CH:7]=[C:8]([C:12]2[CH:17]=[CH:16][CH:15]=[CH:14][C:13]=2[Br:18])[CH:9]=[CH:10][CH:11]=1)=O)C.[CH2:19]([O:21][C:22](C1C=CC=CC=1OB(C1C=CC=CC=1)O)=[O:23])[CH3:20]>>[CH2:19]([O:21][C:22]([C:7]1[C:8]([C:12]2[CH:17]=[CH:16][CH:15]=[CH:14][C:13]=2[Br:18])=[CH:9][CH:10]=[CH:11][CH:6]=1)=[O:23])[CH3:20]. Procedure: Prepared using the same conditions for the synthesis of 2′-bromo-biphenyl-3-carboxylic acid ethyl ester substituting 3-ethoxycarbonylphenyl boronic acid with 2-ethoxycarbonylphenylphenyl boronic acid. Starting materials: COC(=O)C(N)C(C)C, O=C(Cl)Cl, ClCCl, Cl, Cl, c1ccncc1. Product: COC(=O)C(N=C=O)C(C)C. RXN SMILES: [CH3:2][O:3][C:4]([CH:5]([NH2:6])[CH:7]([CH3:8])[CH3:9])=[O:10].[Cl:17][C:18]([Cl:19])=[O:20].[Cl:22][CH2:23][Cl:24].[ClH:1].[ClH:21].[cH:11]1[cH:12][cH:13][n:14][cH:15][cH:16]1>>[CH3:2][O:3][C:4]([CH:5]([N:6]=[C:18]=[O:20])[CH:7]([CH3:8])[CH3:9])=[O:10]. Starting materials: O1C=CC=C1 (furan), C(C=C)(=O)OCC (ethyl acrylate), H7PMo8V4O40, C(C)(=O)[O-].[Na+] (sodium acetate), C(C)(=O)CC(C)=O (acetylacetone), C(CC)(=O)O (propionic acid), O1C(=CC=C1)C=CC(=O)OCC (ethyl 3-(2-furyl)acrylate), O=O (oxygen). Reagents/catalysts: C(C)(=O)[O-].[Pd+2].C(C)(=O)[O-] (palladium(II) acetate). The product is C(C)OC(=O)C=CC=1OC(=CC1)C=CC(=O)OCC (2,5-bis(2-ethoxycarbonylethenyl)furan). As a reaction SMILES: O1C=CC=C1.[C:6]([O:10][CH2:11][CH3:12])(=[O:9])[CH:7]=[CH2:8].C([O-])(=O)C.[Na+].C(CC(=O)C)(=O)C.C(O)(=O)CC.O=O.[O:32]1[CH:36]=[CH:35][CH:34]=[C:33]1[CH:37]=[CH:38][C:39]([O:41][CH2:42][CH3:43])=[O:40]>C([O-])(=O)C.[Pd+2].C([O-])(=O)C>[CH2:11]([O:10][C:6]([CH:7]=[CH:8][C:36]1[O:32][C:33]([CH:37]=[CH:38][C:39]([O:41][CH2:42][CH3:43])=[O:40])=[CH:34][CH:35]=1)=[O:9])[CH3:12] |f:2.3,8.9.10|. Procedure: In a flask, 3 mmol of furan, 1.5 mmol of ethyl acrylate, 0.1 mmol of palladium(II) acetate, 0.02 mmol of H7PMo8V4O40, 0.08 mmol of sodium acetate, 0.1 mmol of acetylacetone, and 5 ml of propionic acid were placed and were stirred at a constant temperature of 50° C. in an atmosphere of oxygen gas at 1 atm (0.1 MPa) for 3 hours. The resulting reaction mixture was analyzed by gas chromatography to find that ethyl 3-(2-furyl)acrylate and 2,5-bis(2-ethoxycarbonylethenyl)furan were produced in yields ... The solvent is CO (methanol). Starting materials: COC=1C(=NC=NC1)N1CCN(CC1)CCCC1=CNC2=CC=C(C=C12)NC=1C(C(C1OC(C)C)=O)=O (3-[3-[4-(5-methoxy-4-pyrimidyl)-1-piperazinyl]propyl]-5 [1,2-dioxo-4-(1-methylethoxy)-3-cyclobuten-3-yl]aminoindole), Cl (HCl), Cl (HCl), O (H2O). Yield: 46.3%. Reaction SMILES: [CH3:1][O:2][C:3]1[C:4]([N:9]2[CH2:14][CH2:13][N:12]([CH2:15][CH2:16][CH2:17][C:18]3[C:26]4[C:21](=[CH:22][CH:23]=[C:24]([NH:27][C:28]5[C:29](=[O:37])[C:30](=[O:36])[C:31]=5[O:32]C(C)C)[CH:25]=4)[NH:20][CH:19]=3)[CH2:11][CH2:10]2)=[N:5][CH:6]=[N:7][CH:8]=1.Cl.O>CO>[CH3:1][O:2][C:3]1[C:4]([N:9]2[CH2:14][CH2:13][N:12]([CH2:15][CH2:16][CH2:17][C:18]3[C:26]4[C:21](=[CH:22][CH:23]=[C:24]([NH:27][C:28]5[C:31](=[O:32])[C:30](=[O:36])[C:29]=5[OH:37])[CH:25]=4)[NH:20][CH:19]=3)[CH2:11][CH2:10]2)=[N:5][CH:6]=[N:7][CH:8]=1. Conditions: temperature 80 celsius. Procedure: To a solution of 3-[3-[4-(5-methoxy-4-pyrimidyl)-1-piperazinyl]propyl]-5 [1,2-dioxo-4-(1-methylethoxy)-3-cyclobuten-3-yl]aminoindole (I-3) (0.175 g, 0.35 mmol) in 5 mL of methanol was added 0.10 mL (0.60 mmol) of 6N HCl and the mixture was heated at ca. 80° C. for 5 h. Another 0.10 mL (0.60 mmol) of 6N HCl was then added, as well as 0.20 mL of H2O, and the mixture was heated at ca. 100° C. for 18 h. On cooling to room temperature, the resulting suspension was filtered and the residue was washed ... Yields the product hydrochloride salt, COC=1C(=NC=NC1)N1CCN(CC1)CCCC1=CNC2=CC=C(C=C12)NC=1C(C(C1O)=O)=O (3-[3-[4-(5-Methoxy-4-pyrimidyl)-1-piperazinyl]propyl]-5-(1,2-dioxo-4-hydroxy-3-cyclobuten-3-yl)amino-1H-indole).